Task: describe an organic reaction: reactants, conditions, products, and yield. Dataset: the Open Reaction Database (ORD), a public repository of structured organic reaction records Starting materials: C(=O)=O (carbon dioxide), Cl (hydrochloric acid), solution, C(CCC)[Li] (n-butyllithium), BrC1=CC2=C(C(CCS2)(C)C)C=C1 (7-bromo-3,4-dihydro-4,4-dimethyl-2H-1-benzothiopyran). Solvent: CCCCCC (hexane), CCOCC (ether), O1CCCC1 (tetrahydrofuran). Run at temperature -78 celsius, time 15 minute. The product is CC1(CCSC2=C1C=CC(=C2)C(=O)O)C (3,4-dihydro-4,4-dimethyl-2H-1-benzothiopyran-7-carboxylic acid). RXN SMILES: Br[C:2]1[CH:13]=[CH:12][C:5]2[C:6]([CH3:11])([CH3:10])[CH2:7][CH2:8][S:9][C:4]=2[CH:3]=1.C([Li])CCC.[C:19](=[O:21])=[O:20].Cl>CCOCC.O1CCCC1.CCCCCC>[CH3:10][C:6]1([CH3:11])[C:5]2[CH:12]=[CH:13][C:2]([C:19]([OH:21])=[O:20])=[CH:3][C:4]=2[S:9][CH2:8][CH2:7]1. Procedure: 11 g of 7-bromo-3,4-dihydro-4,4-dimethyl-2H-1-benzothiopyran were dissolved in a mixture of 100 ml of ether and 10 ml of tetrahydrofuran and treated at -78° C. with 33 ml of a 1.6 molar solution of n-butyllithium in hexane. The reaction solution was held at -50° C. for 15 minutes, again cooled to -78° C. and gassed with carbon dioxide for 2 hours. Thereafter, the mixture was poured on to ice, acidified with 6N hydrochloric acid and extracted with ethyl acetate. The organic phases were washed wit... Reactants: CCCC[N+](CCCC)(CCCC)CCCC, C1CCOC1, CC(C)[Si](Oc1ccc(-c2ccc(CO)[se]2)cc1)(C(C)C)C(C)C, [F-], O. Yields the product OCc1ccc(-c2ccc(O)cc2)[se]1. As a reaction SMILES: [CH2:26]([N+:27]([CH2:28][CH2:29][CH2:30][CH3:31])([CH2:32][CH2:33][CH2:34][CH3:35])[CH2:36][CH2:37][CH2:38][CH3:39])[CH2:40][CH2:41][CH3:42].[CH2:44]1[O:45][CH2:46][CH2:47][CH2:48]1.[CH:1]([Si:2]([CH:3]([CH3:4])[CH3:19])([O:5][c:6]1[cH:7][cH:8][c:9](-[c:12]2[cH:13][cH:14][c:15]([CH2:17][OH:18])[se:16]2)[cH:10][cH:11]1)[CH:20]([CH3:21])[CH3:22])([CH3:23])[CH3:24].[F-:25].[OH2:43]>>[OH:5][c:6]1[cH:7][cH:8][c:9](-[c:12]2[cH:13][cH:14][c:15]([CH2:17][OH:18])[se:16]2)[cH:10][cH:11]1. The reactants are CCOC(=O)c1c[nH]c2c(Cl)ncnc12, COCCOc1cc(OC)ccc1B1OC(C)(C)C(C)(C)O1. Product: CCOC(=O)c1c[nH]c2c(-c3ccc(OC)cc3OCCOC)ncnc12. Reaction SMILES: [CH2:1]([CH3:2])[O:3][C:4](=[O:5])[c:6]1[cH:7][nH:8][c:9]2[c:10]1[n:11][cH:12][n:13][c:14]2[Cl:15].[CH3:16][O:17][c:18]1[cH:19][c:20]([O:33][CH2:34][CH2:35][O:36][CH3:37])[c:21]([B:24]2[O:25][C:26]([CH3:27])([CH3:28])[C:29]([CH3:30])([CH3:31])[O:32]2)[cH:22][cH:23]1>>[CH2:1]([CH3:2])[O:3][C:4](=[O:5])[c:6]1[cH:7][nH:8][c:9]2[c:10]1[n:11][cH:12][n:13][c:14]2-[c:21]1[c:20]([O:33][CH2:34][CH2:35][O:36][CH3:37])[cH:19][c:18]([O:17][CH3:16])[cH:23][cH:22]1. Starting materials: ClC1=NC(=CC=C1)C(F)(F)F (2-Chloro-6-trifluoromethylpyridine), C(CCC)[Sn](C1=CN=C2N1C=CC(=N2)C(F)(F)F)(CCCC)CCCC (3-tributylstannyl-7-trifluoromethylimidazo[1,2-α]pyrimidine). Yields the product FC(C1=NC=2N(C=C1)C(=CN2)C2=NC(=CC=C2)C(F)(F)F)(F)F (7-trifluoromethyl-3-(6-trifluoromethyl-pyridin-2-yl)imidazo[1,2-α]pyrimidine). Yield: 14.0%. As a reaction SMILES: Cl[C:2]1[CH:7]=[CH:6][CH:5]=[C:4]([C:8]([F:11])([F:10])[F:9])[N:3]=1.C([Sn](CCCC)(CCCC)[C:17]1[N:21]2[CH:22]=[CH:23][C:24]([C:26]([F:29])([F:28])[F:27])=[N:25][C:20]2=[N:19][CH:18]=1)CCC>>[F:28][C:26]([F:27])([F:29])[C:24]1[CH:23]=[CH:22][N:21]2[C:17]([C:2]3[CH:7]=[CH:6][CH:5]=[C:4]([C:8]([F:11])([F:10])[F:9])[N:3]=3)=[CH:18][N:19]=[C:20]2[N:25]=1. Procedure details: 2-Chloro-6-trifluoromethylpyridine (385 mg, 2.1 mmol) was coupled to 3-tributylstannyl-7-trifluoromethylimidazo[1,2-α]pyrimidine (1.4 mmol) by the method of Example 1 to give 7-trifluoromethyl-3-(6-trifluoromethyl-pyridin-2-yl)imidazo[1,2-α]pyrimidine (65 mg) as a white solid: δH (360 MHz, DMSO) 7.89 (2H, d, J 7.4), 8.27 (1H, t, J 7.9), 8.46 (1H, d, J 7.4), 9.01 (1H, s), 10.26 (1H, d, J 7.4); m/z (ES+) 333 (M++H). The reactants are C(C(C)C)C1N(C(CC(C1)=O)=O)C(=O)OC(C)(C)C (tert-butyl 2-isobutyl-4,6-dioxopiperidine-1-carboxylate). Solvent: O1CCOCC1 (1,4 dioxane), Cl (HCl). Conditions: time 3 hour. The product is C(C(C)C)C1CC(CC(N1)=O)=O (6-isobutyl-piperidine-2,4-dione). Yield: 72.6%. Reaction SMILES: [CH2:1]([CH:5]1[CH2:10][C:9](=[O:11])[CH2:8][C:7](=[O:12])[N:6]1C(OC(C)(C)C)=O)[CH:2]([CH3:4])[CH3:3]>O1CCOCC1.Cl>[CH2:1]([CH:5]1[NH:6][C:7](=[O:12])[CH2:8][C:9](=[O:11])[CH2:10]1)[CH:2]([CH3:4])[CH3:3]. Procedure details: To a solution of tert-butyl 2-isobutyl-4,6-dioxopiperidine-1-carboxylate (30 g, 0.114 mol) in dry 1,4 dioxane (300 mL), HCl (3 M in 1,4 dioxane, 100 mL) was added and stirred at room temperature for 3 h. The reaction mixture was concentrated and purified by crystallization using diethyl ether to yield 6-isobutyl-piperidine-2,4-dione (14 g, 74%) as a white solid. Reactants: C(C)(C)(C)OC(NC1=C(C=C(C(=C1)Cl)Cl)[N+](=O)[O-])=O ((4,5-dichloro-2-nitro-phenyl)-carbamic acid tert.-butyl ester), C(C)(C)N (isopropylamine). Solvent: CS(=O)C (DMSO). Product: C(C)(C)(C)OC(NC1=C(C=C(C(=C1)NC(C)C)Cl)[N+](=O)[O-])=O ((4-Chloro-5-isopropylamino-2-nitro-phenyl)-carbamic acid tert-butyl ester), solid. Isolated yield 73.0%. RXN SMILES: [C:1]([O:5][C:6](=[O:19])[NH:7][C:8]1[CH:13]=[C:12](Cl)[C:11]([Cl:15])=[CH:10][C:9]=1[N+:16]([O-:18])=[O:17])([CH3:4])([CH3:3])[CH3:2].[CH:20]([NH2:23])([CH3:22])[CH3:21]>CS(C)=O>[C:1]([O:5][C:6](=[O:19])[NH:7][C:8]1[CH:13]=[C:12]([NH:23][CH:20]([CH3:22])[CH3:21])[C:11]([Cl:15])=[CH:10][C:9]=1[N+:16]([O-:18])=[O:17])([CH3:4])([CH3:3])[CH3:2]. Reported procedure: The title compound was prepared from (4,5-dichloro-2-nitro-phenyl)-carbamic acid tert.-butyl ester (Example B2) (5.0 g, 16.3 mmol) and isopropylamine (7.0 ml, 81.4 mmol) in DMSO (35 mL) at 55° C. according to the general procedure C. Obtained as a brown solid (3.95 g, 73%). Reactants: CC1=C(N=C(O1)C=1SC=CC1)COC1=CC=C(CO\N=C(/CCC(=O)[O-])\C2=CC=CC=C2)C=C1 (E-4-[4-[5-methyl-2-(2-thienyl)-4-oxazolylmethoxy]benzyloxyimino)-4-phenylbutyrate), O (water), CO (methanol), Cl (hydrochloric acid). The solvent is O1CCCC1 (tetrahydrofuran). Yields the product CC1=C(N=C(O1)C=1SC=CC1)COC1=CC=C(CO\N=C(/CCC(=O)O)\C2=CC=CC=C2)C=C1 (E-4-[4-[5-methyl-2-(2-thienyl)-4-oxazolylmethoxy]benzyloxyimino]-4-phenylbutyric acid). The yield is 84.9%. Reaction SMILES: [CH3:1][C:2]1[O:6][C:5]([C:7]2[S:8][CH:9]=[CH:10][CH:11]=2)=[N:4][C:3]=1[CH2:12][O:13][C:14]1[CH:34]=[CH:33][C:17]([CH2:18][O:19]/[N:20]=[C:21](/[C:27]2[CH:32]=[CH:31][CH:30]=[CH:29][CH:28]=2)\[CH2:22][CH2:23][C:24]([O-:26])=[O:25])=[CH:16][CH:15]=1.O.CO.Cl>O1CCCC1>[CH3:1][C:2]1[O:6][C:5]([C:7]2[S:8][CH:9]=[CH:10][CH:11]=2)=[N:4][C:3]=1[CH2:12][O:13][C:14]1[CH:34]=[CH:33][C:17]([CH2:18][O:19]/[N:20]=[C:21](/[C:27]2[CH:32]=[CH:31][CH:30]=[CH:29][CH:28]=2)\[CH2:22][CH2:23][C:24]([OH:26])=[O:25])=[CH:16][CH:15]=1. Procedure: E-4-[4-[5-methyl-2-(2-thienyl)-4-oxazolylmethoxy]benzyloxyimino)-4-phenylbutyrate (430 mg) in tetrahydrofuran (6 ml)-water (4 ml)-methanol (4 ml) and stirred at room temperature for 2 hours. 1N hydrochloric acid (1.8 ml) was added to the reaction mixture and extracted with ethyl acetate. The ethyl acetate layer was washed with an aqueous saturated solution of sodium chloride, dried (MgSO4) and concentrated. The residue was recrystallized from ethyl acetate-hexane to obtain E-4-[4-[5-methyl-2-(2-...